Dataset: the Open Reaction Database (ORD), a public repository of structured organic reaction records. Task: describe an organic reaction: reactants, conditions, products, and yield Starting materials: ClC=1C=C(C(C)(C)N=C=O)C=CC1 (m-chloro-α,α-dimethylbenzyl isocyanate), [C-]#N (cyanide), C(CCC)NC (N-n-butyl-N-methylamine). Run in C1=CC=CC=C1 (benzene). Run at time 8 hour. The product is C(CCC)N(C(=O)NC(C1=CC(=CC=C1)Cl)(C)C)C (1-n-Butyl-3-(m-chloro-α,α-dimethylbenzyl)-1-methylurea). The yield is 88.7%. Reaction SMILES: [Cl:1][C:2]1[CH:3]=[C:4]([CH:11]=[CH:12][CH:13]=1)[C:5]([N:8]=[C:9]=[O:10])([CH3:7])[CH3:6].[C-]#N.[CH2:16]([NH:20][CH3:21])[CH2:17][CH2:18][CH3:19]>C1C=CC=CC=1>[CH2:16]([N:20]([CH3:21])[C:9]([NH:8][C:5]([CH3:7])([CH3:6])[C:4]1[CH:11]=[CH:12][CH:13]=[C:2]([Cl:1])[CH:3]=1)=[O:10])[CH2:17][CH2:18][CH3:19]. Procedure details: 3.9 g of m-chloro-α,α-dimethylbenzyl isocyanate prepared from the corresponding cyanide in the same way as in Synthesis Example 1, was added to a solution of 1.8 g of N-n-butyl-N-methylamine in 20 ml of benzene and the mixture vigorously stirred. After allowing the mixture to stand overnight, the reaction solution was washed with a 2N aqueous hydrochloric acid solution, a 2N aqueous sodium hydroxide solution and water in that order, and the organic layer was dried over sodium sulfate. The layer ... The reactants are CC=1C=CC(=CC1)C2=CC(=NN2C=3C=CC(=CC3)S(=O)(=O)N)C(F)(F)F (celecoxib), CN1C(CCC1)=O (N-methyl-2-pyrrolidone). Conditions: temperature 75 celsius, time 3 minute. Yields the product CC=1C=CC(=CC1)C2=CC(=NN2C=3C=CC(=CC3)S(=O)(=O)N)C(F)(F)F.CN1CCCC1=O (Celecoxib NMP). As a reaction SMILES: [CH3:1][C:2]1[CH:3]=[CH:4][C:5]([C:8]2[N:12]([C:13]3[CH:14]=[CH:15][C:16]([S:19]([NH2:22])(=[O:21])=[O:20])=[CH:17][CH:18]=3)[N:11]=[C:10]([C:23]([F:26])([F:25])[F:24])[CH:9]=2)=[CH:6][CH:7]=1.[CH3:27][N:28]1[CH2:32][CH2:31][CH2:30][C:29]1=[O:33]>>[CH3:1][C:2]1[CH:3]=[CH:4][C:5]([C:8]2[N:12]([C:13]3[CH:14]=[CH:15][C:16]([S:19]([NH2:22])(=[O:21])=[O:20])=[CH:17][CH:18]=3)[N:11]=[C:10]([C:23]([F:25])([F:24])[F:26])[CH:9]=2)=[CH:6][CH:7]=1.[CH3:27][N:28]1[C:29](=[O:33])[CH2:30][CH2:31][CH2:32]1 |f:2.3|. Reported procedure: To solid celecoxib (127 mg; 0.333 mmol) was added N-methyl-2-pyrrolidone (0.75 mL) to give a white suspension. The mixture was heated to 75 degrees C. and held at this temperature for 3 minutes at which point the solid dissolved to give a colorless solution. The solution was cooled to room temperature and then cooled to 5 degrees C. for three days. After three days, colorless hexagonal crystals had formed. The mother liquor was decanted and the solid was suspended in pentane (2 mL) and filtered.... The reactants are resultant solution, NN (hydrazine), BrC=1C(=C(C=O)C(=CC1)F)OC (3-bromo-6-fluoro-2-methoxybenzaldehyde), Cl.O(C)N (methoxylamine hydrochloride), C([O-])([O-])=O.[K+].[K+] (potassium carbonate). Solvent: COCCOC (1,2-dimethoxyethane), C(C)(=O)OCC (ethyl acetate), O (water), COCCOC (1,2-dimethoxyethane). Run at temperature 20 celsius, time 5 hour. The product is BrC=1C(=C2C=NNC2=CC1)OC (5-Bromo-4-methoxy-1H-indazole). Isolated yield 26.0%. RXN SMILES: [Br:1][C:2]1[C:3]([O:11][CH3:12])=[C:4]([C:7](F)=[CH:8][CH:9]=1)[CH:5]=O.Cl.O(N)C.C(=O)([O-])[O-].[K+].[K+].[NH2:23][NH2:24]>COCCOC.C(OCC)(=O)C.O>[Br:1][C:2]1[C:3]([O:11][CH3:12])=[C:4]2[C:7](=[CH:8][CH:9]=1)[NH:24][N:23]=[CH:5]2 |f:1.2,3.4.5|. Reported procedure: A solution of 3-bromo-6-fluoro-2-methoxybenzaldehyde (0.727 g, 3.12 mmol) and methoxylamine hydrochloride (0.260 g, 3.12 mmol) in 1,2-dimethoxyethane (4 mL) was treated with potassium carbonate (0.472 g, 3.42 mmol) and stirred at 20° C. for 5 h. The reaction mixture was filtered and the filtrate was concentrated in vacuo to give a residue. This residue was dissolved in 1,2-dimethoxyethane (4 mL), the resultant solution was treated with hydrazine (4 mL), warmed to 100° C. and stirred at that temp... Reactants: C(C)(C)(C)C1=C(O)C=CC(=C1)O (t-butylhydroquinone), ClC=1C=CC(=C(C1)N(C(OC(C)(C)C)=O)C)[N+](=O)[O-] (t-butyl N-(5-chloro-2-nitrophenyl)-N-methylcarbamate), [H-].[Na+] (sodium hydride). Procedure: In a similar manner to that described in Reference Example 6 a reaction was carried out using t-butylhydroquinone (1.66 g), t-butyl N-(5-chloro-2-nitrophenyl)-N-methylcarbamate (2.87 g), sodium hydride (55 wt. %, 0.87 g) and anhydrous N,N-dimethylformamide (20 ml) and the reaction mixture was purified by chromatography on a silica gel column using n-hexane/ethyl acetate=4/1 to give t-butyl N-[5-(3-t-butyl-4-hydroxyphenoxy)-2-nitrophenyl]-N-methylcarbamate (1.35 g), of which Rf value was 0.45 in ... Solvent: CN(C=O)C (N,N-dimethylformamide). RXN SMILES: [C:1]([C:5]1[CH:11]=[C:10]([OH:12])[CH:9]=[CH:8][C:6]=1[OH:7])([CH3:4])([CH3:3])[CH3:2].Cl[C:14]1[CH:15]=[CH:16][C:17]([N+:29]([O-:31])=[O:30])=[C:18]([N:20]([CH3:28])[C:21](=[O:27])[O:22][C:23]([CH3:26])([CH3:25])[CH3:24])[CH:19]=1.[H-].[Na+]>CN(C)C=O>[C:1]([C:5]1[CH:11]=[C:10]([CH:9]=[CH:8][C:6]=1[OH:7])[O:12][C:14]1[CH:15]=[CH:16][C:17]([N+:29]([O-:31])=[O:30])=[C:18]([N:20]([CH3:28])[C:21](=[O:27])[O:22][C:23]([CH3:24])([CH3:25])[CH3:26])[CH:19]=1)([CH3:4])([CH3:2])[CH3:3] |f:2.3|. Isolated yield 32.5%. The product is C(C)(C)(C)C=1C=C(OC=2C=CC(=C(C2)N(C(OC(C)(C)C)=O)C)[N+](=O)[O-])C=CC1O (t-butyl N-[5-(3-t-butyl-4-hydroxyphenoxy)-2-nitrophenyl]-N-methylcarbamate). Starting materials: COC1=CC=C(C=C1)C1C(CC(CC1)=O)=O (4-(4-methoxyphenyl)cyclohexane-1,3-dione), CCCC(=O)Cl (n-butyryl chloride), COC1=CC=C(C=C1)C1C(C=C(CC1)OC(CCC)=O)=O (4-(4-methoxyphenyl)-1-butyryloxycyclohex-1-en-3-one), COC1=CC=C(C=C1)C1CCC(C=C1OC(CCC)=O)=O (6-(4-methoxyphenyl)-1-butyryloxycyclohex-1-ene-3-one). Reagents/catalysts: CN(C)C1=CC=NC=C1 (4-(N,N-dimethylamino) pyridine). Run in C(Cl)Cl (methylene chloride), C(C)N(CC)CC (Triethylamine), C1(=CC=CC=C1)C (Toluene). Run at time 1 hour. Yields the product C(CCC)(=O)C=1C(CCC(C1O)C1=CC=C(C=C1)OC)=O (2-butyryl-3-hydroxy-4-(4-methoxyphenyl)cyclohex-2-ene-1-one). Isolated yield 86.8%. Reaction SMILES: [CH3:1][O:2][C:3]1[CH:8]=[CH:7][C:6]([CH:9]2[CH2:14][CH2:13][C:12](=[O:15])[CH2:11][C:10]2=[O:16])=[CH:5][CH:4]=1.[CH3:17][CH2:18][CH2:19][C:20](Cl)=[O:21].COC1C=CC(C2CCC(OC(=O)CCC)=CC2=O)=CC=1.COC1C=CC(C2C(OC(=O)CCC)=CC(=O)CC2)=CC=1>C(Cl)Cl.CN(C1C=CN=CC=1)C.C1(C)C=CC=CC=1.C(N(CC)CC)C>[C:20]([C:11]1[C:12](=[O:15])[CH2:13][CH2:14][CH:9]([C:6]2[CH:5]=[CH:4][C:3]([O:2][CH3:1])=[CH:8][CH:7]=2)[C:10]=1[OH:16])(=[O:21])[CH2:19][CH2:18][CH3:17]. Procedure: Triethylamine (11.1 g) was added dropwise to a stirred solution of 4-(4-methoxyphenyl)cyclohexane-1,3-dione (21.8 g) and n-butyryl chloride (17.6 g) in methylene chloride (100 ml) at ambient temperature. After stirring for a further 1 hour, the reaction solution was washed with water, brine and dried over anhydrous magnesium sulphate. The methylene chloride was removed in vacuo to give a mixture of 4-(4-methoxyphenyl)-1-butyryloxycyclohex-1-en-3-one and 6-(4-methoxyphenyl)-1-butyryloxycyclohex-1... Starting materials: COc1cc(OC)nc(OC(C(=O)NC(C)C(=O)OC(C)(C)C)C(C)C)n1, O=C(O)C(F)(F)F. Product: COc1cc(OC)nc(OC(C(=O)NC(C)C(=O)O)C(C)C)n1. Reaction SMILES: [C:1]([CH3:2])([CH3:3])([CH3:4])[O:5][C:6]([CH:7]([NH:8][C:9]([CH:10]([CH:11]([CH3:12])[CH3:13])[O:14][c:15]1[n:16][c:17]([O:23][CH3:24])[cH:18][c:19]([O:21][CH3:22])[n:20]1)=[O:25])[CH3:26])=[O:27].[OH:28][C:29]([C:30]([F:31])([F:32])[F:33])=[O:34]>>[O:5]=[C:6]([CH:7]([NH:8][C:9]([CH:10]([CH:11]([CH3:12])[CH3:13])[O:14][c:15]1[n:16][c:17]([O:23][CH3:24])[cH:18][c:19]([O:21][CH3:22])[n:20]1)=[O:25])[CH3:26])[OH:27].